From a dataset of the Open Reaction Database (ORD), a public repository of structured organic reaction records. describe an organic reaction: reactants, conditions, products, and yield Reactants: C(C)(C)(C)OC(=O)N1C(OC[C@H]1C=CC[Si](C)(C)C)(C)C (tert-butyl-(4R)-2,2-dimethyl-4-(3-trimethylsilanyl-propenyl)-1,3-oxazolidine-3-carboxylate), [B-](F)(F)(F)F.[B-](F)(F)(F)F.C1C[N+]2(CC[N+]1(CC2)CCl)F (Selectfluor), C(=O)(O)[O-].[Na+] (NaHCO3). Run in C(C)#N (acetonitrile). Conditions: time 20 hour. Yields the product C(C)(C)(C)OC(=O)N1C(OC[C@H]1C(C=C)F)(C)C (tert-Butyl-(4S)-4-(1-fluoroprop-2-en-1-yl)-2,2-dimethyl-1,3-oxazolidine-3-carboxylate). The yield is 72.0%. As a reaction SMILES: [C:1]([O:5][C:6]([N:8]1[C@H:12]([CH:13]=[CH:14][CH2:15][Si](C)(C)C)[CH2:11][O:10][C:9]1([CH3:21])[CH3:20])=[O:7])([CH3:4])([CH3:3])[CH3:2].[B-](F)(F)(F)[F:23].[B-](F)(F)(F)F.C1[N+]2(CCl)CC[N+](F)(CC2)C1.C([O-])(O)=O.[Na+]>C(#N)C>[C:1]([O:5][C:6]([N:8]1[C@H:12]([CH:13]([F:23])[CH:14]=[CH2:15])[CH2:11][O:10][C:9]1([CH3:21])[CH3:20])=[O:7])([CH3:4])([CH3:3])[CH3:2] |f:1.2.3,4.5|. Procedure: To a solution of the compound produced in Example 47 (0.196 g, 0.63 mmol) in acetonitrile (6 ml), was added Selectfluor™ (0.33 g, 1.5 eq.) and NaHCO3 (0.105 g, 2 eq.). The reaction mixture was stirred under an atmosphere of nitrogen for 20 hours before concentrating under reduced pressure. Purification by flash chromatography (diethyl ether:hexane 1:19) afforded the product (0.116 g, 72%). de=33%.